From a dataset of the Open Reaction Database (ORD), a public repository of structured organic reaction records. describe an organic reaction: reactants, conditions, products, and yield Reactants: C(C)OC([C@H](CC1=CC=C(C=C1)OCCCOC1=CC=C(C=C1)N1CCOCC1)OCC)=O ((2S)-2-ethoxy-3-{4-[3-(4-morpholin-4-yl-phenoxy)-propoxy]-phenyl}-propionic acid ethyl ester), [OH-].[Na+] (NaOH). Yields the product CO[C@H](C(=O)O)CC1=CC=C(C=C1)OCCCOC1=CC=C(C=C1)N1CCOCC1 ((2S)-2-Methoxy-3-{4-[3-(4-morpholin-4-yl-phenoxy)-propoxy]-phenyl}-propionic acid). As a reaction SMILES: C([O:3][C:4](=[O:33])[C@@H:5]([O:30][CH2:31]C)[CH2:6][C:7]1[CH:12]=[CH:11][C:10]([O:13][CH2:14][CH2:15][CH2:16][O:17][C:18]2[CH:23]=[CH:22][C:21]([N:24]3[CH2:29][CH2:28][O:27][CH2:26][CH2:25]3)=[CH:20][CH:19]=2)=[CH:9][CH:8]=1)C.[OH-].[Na+]>>[CH3:31][O:30][C@@H:5]([CH2:6][C:7]1[CH:12]=[CH:11][C:10]([O:13][CH2:14][CH2:15][CH2:16][O:17][C:18]2[CH:23]=[CH:22][C:21]([N:24]3[CH2:25][CH2:26][O:27][CH2:28][CH2:29]3)=[CH:20][CH:19]=2)=[CH:9][CH:8]=1)[C:4]([OH:33])=[O:3] |f:1.2|. Procedure details: The title compound was prepared from (2S)-2-ethoxy-3-{4-[3-(4-morpholin-4-yl-phenoxy)-propoxy]-phenyl}-propionic acid ethyl ester (Step A) by standard hydrolysis procedure C (NaOH). 1H-NMR (CDCl3, 200.15 MHz): δ 9.90 (s, 1H), 7.30 (d, 2H, J=9.1), 7.10 (d, 2H, J=8.4), 6.91 (d, 2H, J=9.1), 6.75 (d, 2H, J=8.8), 4.18–3.90 (m, 9H), 3.43–3.33 (m, 7H), 3.02 (dd, 1H, J=14.3, 4.8), 2.90 (dd, 1H, J=14.3, 7.0), 2.18 (qn, 2H, J=5.9). Starting materials: [H-].[H-].[H-].[H-].[Li+].[Al+3] (LiAlH4), ice water, ice water, ClC=1C=C(C=CC1)NC1=C2N=CN(C2=NC(=N1)N1[C@@H](CCC1)C(N)=O)CC (6-(3-chloro-phenyl-amino)-9-ethyl-[(S)-2-carbamoyl-pyrrolidin-1-yl]-9H-purine). The solvent is C1CCOC1 (THF), C1CCOC1 (THF). Product: NC[C@H]1N(CCC1)C1=NC(=C2N=CN(C2=N1)CC)NC1=CC(=CC=C1)Cl (2-[(S)-2-Aminomethyl-pyrrolidin-1-yl]-6-(3-chloro-phenyl-amino)-9-ethyl-9H-purine). RXN SMILES: [H-].[H-].[H-].[H-].[Li+].[Al+3].[Cl:7][C:8]1[CH:9]=[C:10]([NH:14][C:15]2[N:23]=[C:22]([N:24]3[CH2:28][CH2:27][CH2:26][C@H:25]3[C:29](=O)[NH2:30])[N:21]=[C:20]3[C:16]=2[N:17]=[CH:18][N:19]3[CH2:32][CH3:33])[CH:11]=[CH:12][CH:13]=1>C1COCC1>[NH2:30][CH2:29][C@@H:25]1[CH2:26][CH2:27][CH2:28][N:24]1[C:22]1[N:21]=[C:20]2[C:16]([N:17]=[CH:18][N:19]2[CH2:32][CH3:33])=[C:15]([NH:14][C:10]2[CH:11]=[CH:12][CH:13]=[C:8]([Cl:7])[CH:9]=2)[N:23]=1 |f:0.1.2.3.4.5|. Procedure details: A suspension of 230 mg (6.07 mmol) of LiAlH4 in 5 ml of abs. THF is added dropwise to a suspension of 600 mg (1.6 mmol) of 6-(3-chloro-phenyl-amino)-9-ethyl-[(S)-2-carbamoyl-pyrrolidin-1-yl]-9H-purine (cf. Example 64) in 15 ml of abs. THF, and the mixture is stirred at 80° C. for 24 h. Thereafter, 10 ml of ice/water are cautiously added dropwise and the reaction mixture is poured onto 50 ml of ice/water. The mixture is extracted three times with ethyl acetate (100 ml each time). The combined org... The reactants are [N+](=O)([O-])C1=CC=C(COC(=O)N2[C@@H](C[C@H](C2)OC(C2=CC=CC=C2)=O)CO)C=C1 ((2S,4R)-1-(p-Nitrobenzyloxycarbonyl)-2-hydroxymethyl-4-benzoyloxypyrrolidine), C1(=CC=C(C=C1)S(=O)(=O)Cl)C (p-toluenesulfonyl chloride). The solvent is N1=CC=CC=C1 (pyridine), O (water). Conditions: time 12 hour. Product: [N+](=O)([O-])C1=CC=C(COC(=O)N2[C@@H](C[C@H](C2)OC(C2=CC=CC=C2)=O)COS(=O)(=O)C2=CC=C(C=C2)C)C=C1 ((2S,4R)-1-(p-nitrobenzyloxycarbonyl)-2-p-toluenesulfonyloxymethyl-4-benzoyloxypyrrolidine). RXN SMILES: [N+:1]([C:4]1[CH:29]=[CH:28][C:7]([CH2:8][O:9][C:10]([N:12]2[CH2:16][C@H:15]([O:17][C:18](=[O:25])[C:19]3[CH:24]=[CH:23][CH:22]=[CH:21][CH:20]=3)[CH2:14][C@H:13]2[CH2:26][OH:27])=[O:11])=[CH:6][CH:5]=1)([O-:3])=[O:2].[C:30]1([CH3:40])[CH:35]=[CH:34][C:33]([S:36](Cl)(=[O:38])=[O:37])=[CH:32][CH:31]=1>N1C=CC=CC=1.O>[N+:1]([C:4]1[CH:29]=[CH:28][C:7]([CH2:8][O:9][C:10]([N:12]2[CH2:16][C@H:15]([O:17][C:18](=[O:25])[C:19]3[CH:24]=[CH:23][CH:22]=[CH:21][CH:20]=3)[CH2:14][C@H:13]2[CH2:26][O:27][S:36]([C:33]2[CH:34]=[CH:35][C:30]([CH3:40])=[CH:31][CH:32]=2)(=[O:38])=[O:37])=[O:11])=[CH:6][CH:5]=1)([O-:3])=[O:2]. Procedure: (2S,4R)-1-(p-Nitrobenzyloxycarbonyl)-2-hydroxymethyl-4-benzoyloxypyrrolidine (32.6 g) was dissolved in 64 ml of dry pyridine, and 28.02 g of p-toluenesulfonyl chloride was added thereto, followed by stirring at room temperature for 12 hours. The reaction mixture was diluted with water and extracted with a mixture of diethyl ether and dichloromethane (4:1). The extract was washed successively with brine, dilute hydrochloric acid, brine, a saturated sodium bicarbonate solution and brine, dried ove... The reactants are C(C(=O)Cl)(=O)Cl (oxalyl chloride), ClCC(=O)N (2-chloroacetamide), CO (MeOH). Solvent: ClCCCl (1,2-dichloroethane). Conditions: temperature 0 celsius. Product: COC(NC(CCl)=O)=O (methyl(chloroacetyl)carbamate). RXN SMILES: [Cl:1][CH2:2][C:3]([NH2:5])=[O:4].[C:6](Cl)(=[O:10])C(Cl)=O.[CH3:12][OH:13]>ClCCCl>[CH3:12][O:13][C:6](=[O:10])[NH:5][C:3](=[O:4])[CH2:2][Cl:1]. Procedure details: A suspension of 2-chloroacetamide (122.6 g, 1.31 mol) in 300 ml of 1,2-dichloroethane is cooled to 0° C. and treated with oxalyl chloride (200 g, 1.57 mol). The reaction mixture is heated at reflux for 4 hours. After cooling to 5° C., 68 ml of MeOH is added dropwise while keeping the internal temperature below 15° C. with external cooling. After addition is complete, the product is separated by filtration and washed with CH2Cl2 and Et2O. Recrystallization from CH2Cl2 yields methyl(chloroacetyl)c... As a reaction SMILES: [Cl:20][CH2:21][Cl:22].[OH:13][c:14]1[cH:15][cH:16][cH:17][cH:18][cH:19]1.[c:1]1([C:7]2=[CH:8][CH2:9][CH2:10][CH2:11][CH2:12]2)[cH:2][cH:3][cH:4][cH:5][cH:6]1>>[c:1]1([C:7]2([c:17]3[cH:16][cH:15][c:14]([OH:13])[cH:19][cH:18]3)[CH2:8][CH2:9][CH2:10][CH2:11][CH2:12]2)[cH:2][cH:3][cH:4][cH:5][cH:6]1. Reactants: ClCCl, Oc1ccccc1, C1=C(c2ccccc2)CCCC1. The product is Oc1ccc(C2(c3ccccc3)CCCCC2)cc1. The reactants are C(CC(O)(C(=O)O)CC(=O)O)(=O)O (citric acid), residue, CC(=O)C(OC)OC (pyruvic aldehyde dimethyl acetal), [H-].[Na+] (sodium hydride), C1(=CC=CC=C1)C (toluene), C1(=CC=CC=C1)C (toluene). The product is COC(C(CC(=O)OCC)=O)OC (ethyl 4,4-dimethoxy-3-oxobutanoate). RXN SMILES: [CH3:1][C:2]([CH:4]([O:7][CH3:8])[O:5][CH3:6])=[O:3].[H-].[Na+].[C:11]([OH:23])(=[O:22])CC(CC(O)=O)(C(O)=O)O.[C:24]1(C)C=CC=C[CH:25]=1>>[CH3:6][O:5][CH:4]([O:7][CH3:8])[C:2](=[O:3])[CH2:1][C:11]([O:23][CH2:24][CH3:25])=[O:22] |f:1.2|. Procedure: A solution of 1,1′-carbonylbis-1H-imidazole (22.5 g), ethanol (8.1 ml) and toluene (100 ml) was stirred at room temperature for 1.5 hours. To the reaction mixture was added ice-water (100 ml) and the mixture was extracted with ethyl acetate. The extract was washed with a saturated-aqueous sodium chloride solution and dried over anhydrous magnesium sulfate. The solvent was evaporated and the obtained residue was purified by silica gel column chromatography (eluent:hexane-ethyl acetate (1:1)) to g... Reactants: COC1CC(C(CC1OC)N(CC1=CC=CC=C1)C)N1CCCC1 (N-[4,5-dimethoxy-2-(1-pyrrolidinyl)cyclohexyl]-N-methylbenzenemethanamine). Reagents/catalysts: [OH-].[OH-].[Pd+2] (palladium hydroxide on carbon). The solvent is C(C)O (ethanol). Reaction conditions: time 12 hour. Product: CNC1C(CC(C(C1)OC)OC)N1CCCC1 (N-Methyl-4,5-dimethoxy-2-(1-pyrrolidinyl)cyclohexanamine). Reaction SMILES: [CH3:1][O:2][CH:3]1[CH:8]([O:9][CH3:10])[CH2:7][CH:6]([N:11](C)[CH2:12]C2C=CC=CC=2)[CH:5]([N:20]2[CH2:24][CH2:23][CH2:22][CH2:21]2)[CH2:4]1>C(O)C.[OH-].[OH-].[Pd+2]>[CH3:12][NH:11][CH:6]1[CH2:7][CH:8]([O:9][CH3:10])[CH:3]([O:2][CH3:1])[CH2:4][CH:5]1[N:20]1[CH2:24][CH2:23][CH2:22][CH2:21]1 |f:2.3.4|. Procedure: The N-benzylated amine from Step 5 (2.7 mmol) was dissolved in 30 mL of ethanol and treated with 1 mass equivalent of palladium hydroxide on carbon. This mixture was placed under an atmosphere of hydrogen gas, initially at 50 psi (445 kPa) for 12 hours.